From a dataset of the Open Reaction Database (ORD), a public repository of structured organic reaction records. describe an organic reaction: reactants, conditions, products, and yield Reactants: C(CCCCCC)C=1C=C(C(=CC1)C1=CC=CC=C1)C(=O)O (4-heptylbiphenylcarboxylic acid), P(Cl)(Cl)(Cl)(Cl)Cl (PCl5). Solvent: C1=CC=CC=C1 (benzene). Reaction conditions: time 4 hour. The product is C(CCCCCC)C=1C=C(C(=CC1)C1=CC=CC=C1)C(=O)Cl (4-heptylbiphenylcarboxylic acid chloride). RXN SMILES: [CH2:1]([C:8]1[CH:9]=[C:10]([C:20]([OH:22])=O)[C:11]([C:14]2[CH:19]=[CH:18][CH:17]=[CH:16][CH:15]=2)=[CH:12][CH:13]=1)[CH2:2][CH2:3][CH2:4][CH2:5][CH2:6][CH3:7].P(Cl)(Cl)(Cl)(Cl)[Cl:24]>C1C=CC=CC=1>[CH2:1]([C:8]1[CH:9]=[C:10]([C:20]([Cl:24])=[O:22])[C:11]([C:14]2[CH:19]=[CH:18][CH:17]=[CH:16][CH:15]=2)=[CH:12][CH:13]=1)[CH2:2][CH2:3][CH2:4][CH2:5][CH2:6][CH3:7]. Reported procedure: 3.29 g of 4-heptylbiphenylcarboxylic acid was added to 10 ml of benzene, and 2.36 g of PCl5 was added little by little under stirring at room temperature, followed by 4 hours of heat-refluxing. Thereafter, the solvent was distilled off to obtain 4-heptylbiphenylcarboxylic acid chloride. The reactants are Cc1oc(-c2ccc(Br)cc2)nc1CCOS(C)(=O)=O, O=C([O-])[O-], Cc1ccc(S(=O)(=O)O)cc1, COC1CCNC1, CC#N, [I-], [K+], [K+], [K+]. The product is COC1CCN(CCc2nc(-c3ccc(Br)cc3)oc2C)C1. Reaction SMILES: [Br:1][c:2]1[cH:3][cH:4][c:5](-[c:8]2[o:9][c:10]([CH3:20])[c:11]([CH2:13][CH2:14][O:15][S:16]([CH3:17])(=[O:18])=[O:19])[n:12]2)[cH:6][cH:7]1.[C:21](=[O:22])([O-:23])[O-:24].[CH3:29][c:30]1[cH:31][cH:32][c:33]([S:34]([OH:35])(=[O:36])=[O:37])[cH:38][cH:39]1.[CH3:40][O:41][CH:42]1[CH2:43][NH:44][CH2:45][CH2:46]1.[CH3:47][C:48]#[N:49].[I-:28].[K+:25].[K+:26].[K+:27]>>[Br:1][c:2]1[cH:3][cH:4][c:5](-[c:8]2[o:9][c:10]([CH3:20])[c:11]([CH2:13][CH2:14][N:44]3[CH2:43][CH:42]([O:41][CH3:40])[CH2:46][CH2:45]3)[n:12]2)[cH:6][cH:7]1. Reactants: ClC1=NC=CC=C1[N+](=O)[O-] (2-chloro-3-nitropyridine), C1OC=2C=C(N)C=CC2O1 (3,4-(methylenedioxy)aniline), C(C)(=O)[O-].[Na+] (sodium acetate). Run in C(C)(=O)O (acetic acid). Product: O1COC2=C1C=CC(=C2)NC2=NC=CC=C2[N+](=O)[O-] (N-(benzo[d][1,3]dioxol-5-yl)-3-nitropyridin-2-amine). The yield is 66.5%. Reaction SMILES: Cl[C:2]1[C:7]([N+:8]([O-:10])=[O:9])=[CH:6][CH:5]=[CH:4][N:3]=1.[CH2:11]1[O:20][C:19]2[CH:18]=[CH:17][C:15]([NH2:16])=[CH:14][C:13]=2[O:12]1.C([O-])(=O)C.[Na+]>C(O)(=O)C>[O:20]1[C:19]2[CH:18]=[CH:17][C:15]([NH:16][C:2]3[C:7]([N+:8]([O-:10])=[O:9])=[CH:6][CH:5]=[CH:4][N:3]=3)=[CH:14][C:13]=2[O:12][CH2:11]1 |f:2.3|. Procedure details: A 500 mL round bottom flask was charged with 2-chloro-3-nitropyridine (12.0 g, 76.0 mmol), 3,4-(methylenedioxy)aniline (12.97 g, 95.0 mmol), sodium acetate (7.76 g, 95.0 mmol) and acetic acid (200 mL). This was stirred at reflux for 6 h. The solvent was evaporated on a rotovap, and the crude product was column chromatographed with silica gel using a mobile phase gradient of 50-100% dichloromethane in hexane to give N-(benzo[d][1,3]dioxol-5-yl)-3-nitropyridin-2-amine (13.1 g, 67%) as a red solid. Starting materials: O (water), Ethyl 2-(2-oxopyn-olidin-3-yl)acetate, CN(C)C=O (DMF), C(C1=CC=CC=C1)OC1=CC(=C(C=C1)F)[N+](=O)[O-] (4-(Benzyloxy)-1-fluoro-2-nitrobenzene), [H-].[Na+] (Sodium hydride). Reaction conditions: temperature 0 celsius. Yields the product C(C1=CC=CC=C1)OC1=CC(=C(C=C1)N1C(C(CC1)CC(=O)OCC)=O)[N+](=O)[O-] (Ethyl 2-(1-(4-(Benzyloxy)-2-nitrophenyl)-2-oxopyrrolidin-3-yl)acetate). RXN SMILES: [H-].[Na+].[CH2:3]([O:10][C:11]1[CH:16]=[CH:15][C:14](F)=[C:13]([N+:18]([O-:20])=[O:19])[CH:12]=1)[C:4]1[CH:9]=[CH:8][CH:7]=[CH:6][CH:5]=1.[OH2:21].[CH3:22][N:23]([CH:25]=[O:26])C>>[CH2:3]([O:10][C:11]1[CH:16]=[CH:15][C:14]([N:23]2[CH2:22][CH2:6][CH:5]([CH2:4][C:3]([O:10][CH2:11][CH3:12])=[O:21])[C:25]2=[O:26])=[C:13]([N+:18]([O-:20])=[O:19])[CH:12]=1)[C:4]1[CH:9]=[CH:8][CH:7]=[CH:6][CH:5]=1 |f:0.1|. Reported procedure: Ethyl 2-(2-oxopyn-olidin-3-yl)acetate (1.77 g, 10.34 mmol) was dissolved in DMF (20 mL) and cooled to 0° C. Sodium hydride (60% in mineral oil, 0.414 g, 10.34 mmol) was added. After stirring for several min, the reaction was allowed to warm to room temperature and stirred for 10 min. 4-(Benzyloxy)-1-fluoro-2-nitrobenzene (2.56 g, 10.34 mmol) was added and the mixture was stirred at room temperature for 21 h. The reaction was poured into water and acidified to pH 5 with 1.0 M HCL. The aqueous mix... Reactants: Brc1cnn2cccnc12, O=C([O-])[O-], CCOC(C)=O, [K+], [K+], C1COCCO1, O=C(C=Cc1ccccc1)C=Cc1ccccc1, O=C(C=Cc1ccccc1)C=Cc1ccccc1, O=C(C=Cc1ccccc1)C=Cc1ccccc1, [Pd], [Pd], c1ccc(P(c2ccccc2)c2ccccc2)cc1, OB(O)c1c(-c2ccccn2)nn2c1CCC2. Yields the product c1ccc(-c2nn3c(c2-c2cnn4cccnc24)CCC3)nc1. As a reaction SMILES: [Br:1][c:2]1[cH:3][n:4][n:5]2[c:6]1[n:7][cH:8][cH:9][cH:10]2.[C:47](=[O:48])([O-:49])[O-:50].[CH3:53][CH2:54][O:55][C:56](=[O:57])[CH3:58].[K+:51].[K+:52].[O:115]1[CH2:116][CH2:117][O:118][CH2:119][CH2:120]1.[O:61]=[C:62]([CH:63]=[CH:64][c:65]1[cH:66][cH:67][cH:68][cH:69][cH:70]1)[CH:71]=[CH:72][c:73]1[cH:74][cH:75][cH:76][cH:77][cH:78]1.[O:79]=[C:80]([CH:81]=[CH:82][c:83]1[cH:84][cH:85][cH:86][cH:87][cH:88]1)[CH:89]=[CH:90][c:91]1[cH:92][cH:93][cH:94][cH:95][cH:96]1.[O:97]=[C:98]([CH:99]=[CH:100][c:101]1[cH:102][cH:103][cH:104][cH:105][cH:106]1)[CH:107]=[CH:108][c:109]1[cH:110][cH:111][cH:112][cH:113][cH:114]1.[Pd:59].[Pd:60].[c:28]1([P:29]([c:30]2[cH:31][cH:32][cH:33][cH:34][cH:35]2)[c:36]2[cH:37][cH:38][cH:39][cH:40][cH:41]2)[cH:42][cH:43][cH:44][cH:45][cH:46]1.[n:11]1[c:12](-[c:17]2[c:18]([B:25]([OH:26])[OH:27])[c:19]3[n:20]([n:21]2)[CH2:22][CH2:23][CH2:24]3)[cH:13][cH:14][cH:15][cH:16]1>>[c:2]1(-[c:18]2[c:17](-[c:12]3[n:11][cH:16][cH:15][cH:14][cH:13]3)[n:21][n:20]3[c:19]2[CH2:24][CH2:23][CH2:22]3)[cH:3][n:4][n:5]2[c:6]1[n:7][cH:8][cH:9][cH:10]2. Reactants: CO, CCOC(C)=O, [Ca+2], [Cl-], [Cl-], ClCCl, O=CC(O)C(O)C(O)CO. Product: CC1(O)OCC(O)C(O)C1O. As a reaction SMILES: [CH3:11][OH:12].[CH3:19][CH2:20][O:21][C:22](=[O:23])[CH3:24].[Ca+2:17].[Cl-:16].[Cl-:18].[Cl:13][CH2:14][Cl:15].[O:1]=[CH:2][CH:3]([OH:4])[CH:5]([OH:6])[CH:7]([OH:8])[CH2:9][OH:10]>>[OH:1][C:2]1([CH3:14])[CH:3]([OH:4])[CH:5]([OH:6])[CH:7]([OH:8])[CH2:9][O:10]1. Reactants: C(C#CCCCC\C=C/CCCCC)O ((Z)-8-tetradecen-2-yn-1-ol), P(Br)(Br)Br (phosphorous tribromide). The reagents and catalysts are N1=CC=CC=C1 (pyridine). Solvent: CCOCC (ether). The product is BrCC#CCCCC\C=C/CCCCC ((Z)-1-bromo-8-tetradecen-2-yne). Isolated yield 219.3%. As a reaction SMILES: [CH2:1](O)[C:2]#[C:3][CH2:4][CH2:5][CH2:6][CH2:7]/[CH:8]=[CH:9]\[CH2:10][CH2:11][CH2:12][CH2:13][CH3:14].P(Br)(Br)[Br:17]>CCOCC.N1C=CC=CC=1>[Br:17][CH2:1][C:2]#[C:3][CH2:4][CH2:5][CH2:6][CH2:7]/[CH:8]=[CH:9]\[CH2:10][CH2:11][CH2:12][CH2:13][CH3:14]. Reported procedure: By the procedure of example 14, 3.82 g (18.34 mmol) of (Z)-8-tetradecen-2-yn-1-ol, 72 mg of dry pyridine, and 1.66 g (6.12 mmol) of phosphorous tribromide were reacted in 20 ml of ether under reflux for 2.0 h. It was worked up as described in example 14 to give 3.83 g of crude product. It was purified by evaporative distillation at 105° C.-120° C./0.25 mm to yield 3.64 g (73% by weight yield) of (Z)-1-bromo-8-tetradecen-2-yne as a colorless oil. Starting materials: C=CCBr, Cc1ccccc1, Cl, COc1ccc(I)c(CCNC(=O)C(F)(F)F)c1, [K+], [K+], [K+], O=C([O-])[O-], [OH-]. The product is C=CCN(CCc1cc(OC)ccc1I)C(=O)C(F)(F)F. Reaction SMILES: [CH2:27]([CH:28]=[CH2:29])[Br:30].[CH3:32][c:33]1[cH:34][cH:35][cH:36][cH:37][cH:38]1.[ClH:31].[F:1][C:2]([C:3](=[O:4])[NH:5][CH2:6][CH2:7][c:8]1[c:9]([I:16])[cH:10][cH:11][c:12]([O:14][CH3:15])[cH:13]1)([F:17])[F:18].[K+:19].[K+:20].[K+:26].[O-:21][C:22]([O-:23])=[O:24].[OH-:25]>>[F:1][C:2]([C:3](=[O:4])[N:5]([CH2:6][CH2:7][c:8]1[c:9]([I:16])[cH:10][cH:11][c:12]([O:14][CH3:15])[cH:13]1)[CH2:29][CH:28]=[CH2:27])([F:17])[F:18]. The reactants are BrCCCCN1C(CC(CC1=O)(C)C)=O (N-(4-bromobutyl)-3,3-dimethylglutarimide), C(=O)([O-])[O-].[K+].[K+] (K2CO3), CC1(CC(=O)NC(C1)=O)C (3,3-dimethylglutarimide), N1CCNCC1 (piperazine). The solvent is C(C)#N (acetonitrile). Product: N1(CCNCC1)CCCCN1C(CC(CC1=O)(C)C)=O (N-[4-(1-Piperazinyl)butyl]-3,3-dimethylglutarimide). Yield: 85.0%. Reaction SMILES: Br[CH2:2][CH2:3][CH2:4][CH2:5][N:6]1[C:11](=[O:12])[CH2:10][C:9]([CH3:14])([CH3:13])[CH2:8][C:7]1=[O:15].CC1(C)CC(=O)NC(=O)C1.[NH:26]1[CH2:31][CH2:30][NH:29][CH2:28][CH2:27]1.C([O-])([O-])=O.[K+].[K+]>C(#N)C>[N:26]1([CH2:2][CH2:3][CH2:4][CH2:5][N:6]2[C:11](=[O:12])[CH2:10][C:9]([CH3:14])([CH3:13])[CH2:8][C:7]2=[O:15])[CH2:31][CH2:30][NH:29][CH2:28][CH2:27]1 |f:3.4.5|. Procedure details: A mixture of N-(4-bromobutyl)-3,3-dimethylglutarimide (20.0 g; 0.07 mole [prepared from 3,3-dimethylglutarimide using the method of Example 2]); piperazine (31.0 g; 0.36 mole); K2CO3 (29.8 g; 0.22 mole); and KI (0.1 g) was refluxed in 250 mL acetonitrile for 18 hr. The mixture was filtered, concentrated and the unreacted piperazine removed by vacuum sublimation. The residual material was distilled to yield 17.2 g (85%) product, b.p. 170°-178° C. at 0.01 mm. Reported procedure: 2.1 g (8.1 mmols) of 3-methyl-6-acetoxymethyl-2,2'-bipyridine 1'-oxide are dissolved in 20 ml of benzene at 45° C., and 1.43 g (10.4 mmols) of phosphorus trichloride are added dropwise under an atmosphere of nitrogen. Subsequently, the mixture is boiled under reflux for 30 minutes. After cooling to 23° C., 35 ml of water are added and the benzene phase is separated off. The water phase is washed with twice 15 ml of ethyl acetate. The combined organic phases are dried over sodium sulfate and conc... Run in C1=CC=CC=C1 (benzene). As a reaction SMILES: [CH3:1][C:2]1[C:3]([C:13]2[N+:14]([O-])=[CH:15][CH:16]=[CH:17][CH:18]=2)=[N:4][C:5]([CH2:8][O:9][C:10](=[O:12])[CH3:11])=[CH:6][CH:7]=1.P(Cl)(Cl)Cl.O>C1C=CC=CC=1>[CH3:1][C:2]1[C:3]([C:13]2[CH:18]=[CH:17][CH:16]=[CH:15][N:14]=2)=[N:4][C:5]([CH2:8][O:9][C:10](=[O:12])[CH3:11])=[CH:6][CH:7]=1. Starting materials: P(Cl)(Cl)Cl (phosphorus trichloride), CC=1C(=NC(=CC1)COC(C)=O)C=1[N+](=CC=CC1)[O-] (3-methyl-6-acetoxymethyl-2,2'-bipyridine 1'-oxide), O (water). Yields the product CC=1C(=NC(=CC1)COC(C)=O)C1=NC=CC=C1 (3-methyl-6-acetoxymethyl-2,2'-bipyridine). Run at temperature 23 celsius.